From a dataset of the Open Reaction Database (ORD), a public repository of structured organic reaction records. describe an organic reaction: reactants, conditions, products, and yield The reactants are BrC=1C(=C(C=CC1)N)[N+](=O)[O-] (3-bromo-2-nitrobenzenamine), C(=O)[O-].[NH4+] (ammonium formate). The reagents and catalysts are [Pd] (Pd/C). The solvent is C(=O)O (formic acid). Conditions: temperature 120 celsius, time 24 hour. The product is BrC1=CC=CC=2NC=NC21 (4-bromo-1H-benzo[d]imidazole). Yield: 30.5%. As a reaction SMILES: [Br:1][C:2]1[C:3]([N+:9]([O-])=O)=[C:4]([NH2:8])[CH:5]=[CH:6][CH:7]=1.[CH:12]([O-])=O.[NH4+]>C(O)=O.[Pd]>[Br:1][C:2]1[C:3]2[N:9]=[CH:12][NH:8][C:4]=2[CH:5]=[CH:6][CH:7]=1 |f:1.2|. Procedure details: To a mixture of 3-bromo-2-nitrobenzenamine (4.7 g, 21.66 mmol) in formic acid (98%, 50 mL) was added 10% Pd/C and ammonium formate (13.6 g, 216.6 mmol) and the reaction mixture was stirred under nitrogen at 120° C. for 24 h. The catalyst was filtered, the filtrate was concentrated, the residue was dissolved in water (100 mL) and extracted with EtOAc (2×150 mL). The combined organic extracts were washed with water and brine, dried (Na2SO4), filtered and concentrated in vacuo to afford 1.3 g (30%)...